This data is from the Open Reaction Database (ORD), a public repository of structured organic reaction records. The task is: describe an organic reaction: reactants, conditions, products, and yield The reactants are O.Cl.C(C1=CC=CC=C1)N1C(COC(C1)(CCN1CCC(CC1)(C1=CC=CC=C1)O)C1=CC(=C(C=C1)Cl)Cl)=O.C(C1=CC=CC=C1)N1C(COC(C1)(C1=CC(=C(C=C1)Cl)Cl)CCN1CCC(CC1)(O)C1=CC=CC=C1)=O.Cl (4-Benzyl-6-(3,4-dichlorophenyl)-6-[2-(4-hydroxy-4-phenylpiperid-1-yl)ethyl]morpholin-3-one hydrochloride hemihydrate), C1(=CC=C(C=C1)S(=O)(=O)O)C.CN(C=1SC=C(N1)C1(CCNCC1)C1=CC=CC=C1)C (4-[2-(dimethylamino)thiazol-4-yl]-4-phenylpiperidine p-toluenesulfonate), K2CO2. Run in CN(C)C=O (DMF). The product is Cl.Cl.C(C1=CC=CC=C1)N1C(COC(C1)(CCN1CCC(CC1)(C1=CC=CC=C1)C=1N=C(SC1)N(C)C)C1=CC(=C(C=C1)Cl)Cl)=O (4-Benzyl-6-(3,4-dichlorophenyl)-6-[2-[4-(2-dimethylaminothiazol-4-yl)-4-phenylpiperid-1-yl]ethyl]morpholin-3-one dihydrochloride). Isolated yield 223.7%. Reaction SMILES: O.Cl.[CH2:3]([N:10]1[CH2:15][C:14]([C:31]2[CH:36]=[CH:35][C:34]([Cl:37])=[C:33]([Cl:38])[CH:32]=2)([CH2:16][CH2:17][N:18]2[CH2:23][CH2:22][C:21](O)([C:24]3[CH:29]=[CH:28][CH:27]=[CH:26][CH:25]=3)[CH2:20][CH2:19]2)[O:13][CH2:12][C:11]1=[O:39])[C:4]1[CH:9]=[CH:8][CH:7]=[CH:6][CH:5]=1.C(N1CC(CCN2CCC(C3C=CC=CC=3)(O)CC2)(C2C=CC([Cl:59])=C(Cl)C=2)OCC1=O)C1C=CC=CC=1.Cl.C1(C)C=CC(S(O)(=O)=O)=CC=1.[CH3:89][N:90]([CH3:108])[C:91]1[S:92][CH:93]=[C:94](C2(C3C=CC=CC=3)CCNCC2)[N:95]=1>CN(C=O)C>[ClH:37].[ClH:59].[CH2:3]([N:10]1[CH2:15][C:14]([C:31]2[CH:36]=[CH:35][C:34]([Cl:37])=[C:33]([Cl:38])[CH:32]=2)([CH2:16][CH2:17][N:18]2[CH2:19][CH2:20][C:21]([C:94]3[N:95]=[C:91]([N:90]([CH3:108])[CH3:89])[S:92][CH:93]=3)([C:24]3[CH:29]=[CH:28][CH:27]=[CH:26][CH:25]=3)[CH2:22][CH2:23]2)[O:13][CH2:12][C:11]1=[O:39])[C:4]1[CH:9]=[CH:8][CH:7]=[CH:6][CH:5]=1 |f:0.1.2.3.4,5.6,8.9.10|. Reported procedure: This compound is prepared by the procedure described in EXAMPLE 41 from 1.1 g of the compound obtained in step B of EXAMPLE 14, 1.3 g of 4-[2-(dimethylamino)thiazol-4-yl]-4-phenylpiperidine p-toluenesulfonate, 0.97 g of K2CO2 and 4 ml of DMF to give 0.76 g of the expected product. M.p.=155-160° C. The reactants are CO (methanol), compounds 1A-1U, OC1=C(C=CC=C1)C(C)=O (2′-hydroxyacetophenone), C(=O)(OC(C)(C)C)N1CCC(CC1)=O (1-Boc-4-piperidone). Run in N1CCCC1 (pyrrolidine), N1CCCC1 (pyrrolidine). Product: C(=O)(OC(C)(C)C)N1CCC2(CC1)OC1=C(C(C2)=O)C=CC=C1 (N-Boc-spiro[2H-1-benzopyran-2,4′-piperidine]-4(3H)-one). As a reaction SMILES: [OH:1][C:2]1[CH:7]=[CH:6][CH:5]=[CH:4][C:3]=1[C:8](=[O:10])[CH3:9].[C:11]([N:18]1[CH2:23][CH2:22][C:21](=O)[CH2:20][CH2:19]1)([O:13][C:14]([CH3:17])([CH3:16])[CH3:15])=[O:12].CO>N1CCCC1>[C:11]([N:18]1[CH2:19][CH2:20][C:21]2([CH2:9][C:8](=[O:10])[C:3]3[CH:4]=[CH:5][CH:6]=[CH:7][C:2]=3[O:1]2)[CH2:22][CH2:23]1)([O:13][C:14]([CH3:17])([CH3:16])[CH3:15])=[O:12]. Procedure: The examples listed in Table 1 were prepared according to Schemes 1-37. The synthesis of compounds 1A-1U is outlined in Scheme 1. The 2′-hydroxyacetophenone derivatives 1.1a-1.1m were condensed with 1-Boc-4-piperidone 1.2 in neat pyrrolidine (method 1A) at room temperature or in refluxing methanol in the presence of pyrrolidine (method 1B) to provide N-Boc-spiro[2H-1-benzopyran-2,4′-piperidine]-4(3H)-one derivatives 1.3. Conversion of the ketones 1.3 to the enol triflate derivatives 1.5 was achi...